This data is from the Open Reaction Database (ORD), a public repository of structured organic reaction records. The task is: describe an organic reaction: reactants, conditions, products, and yield Reactants: CC1(OCCO1)C1=CC=C(O1)CN1N=C(C=C1)N (1-[5-(2-methyl-[1,3]dioxolan-2-yl)-furan-2-ylmethyl]-1H-pyrazol-3-ylamine), FC1=CC=C(C=C1)C1=C(N=CS1)C(=O)O (5-(4-fluoro-phenyl)-thiazole-4-carboxylic acid). Yields the product C(C)(=O)C1=CC=C(O1)CN1N=C(C=C1)NC(=O)C=1N=CSC1C1=CC=C(C=C1)F (5-(4-Fluoro-phenyl)-thiazole-4-carboxylic acid [1-(5-acetyl-furan-2-ylmethyl)-1H-pyrazol-3-yl]-amide). As a reaction SMILES: [CH3:1][C:2]1([C:7]2[O:11][C:10]([CH2:12][N:13]3[CH:17]=[CH:16][C:15]([NH2:18])=[N:14]3)=[CH:9][CH:8]=2)[O:6]CCO1.[F:19][C:20]1[CH:25]=[CH:24][C:23]([C:26]2[S:30][CH:29]=[N:28][C:27]=2[C:31](O)=[O:32])=[CH:22][CH:21]=1>>[C:2]([C:7]1[O:11][C:10]([CH2:12][N:13]2[CH:17]=[CH:16][C:15]([NH:18][C:31]([C:27]3[N:28]=[CH:29][S:30][C:26]=3[C:23]3[CH:24]=[CH:25][C:20]([F:19])=[CH:21][CH:22]=3)=[O:32])=[N:14]2)=[CH:9][CH:8]=1)(=[O:6])[CH3:1]. Reported procedure: Following general procedure B followed by either C or D, 1-[5-(2-methyl-[1,3]dioxolan-2-yl)-furan-2-ylmethyl]-1H-pyrazol-3-ylamine and 5-(4-fluoro-phenyl)-thiazole-4-carboxylic acid. LC-MS-conditions 01: tR=0.93 min; [M+H]+=411.03. Starting materials: O (water), [H-].[Na+] (Sodium hydride), C(C)(C)(C)OC(=O)C1=CNC=C1 (1H-pyrrole-3-carboxylic acid tert-butyl ester), BrC1=NC=C(C=C1)C(F)F (2-Bromo-5-(difluoromethyl)pyridine). The solvent is CN(C=O)C (N,N-dimethylformamide). Reaction conditions: time 0.5 hour. The product is C(C)(C)(C)OC(=O)C1=CN(C=C1)C1=NC=C(C=C1)C(F)F (1-[5-(difluoromethyl)pyridin-2-yl]-1H-pyrrole-3-carboxylic acid tert-butyl ester). Isolated yield 71.4%. RXN SMILES: [H-].[Na+].[C:3]([O:7][C:8]([C:10]1[CH:14]=[CH:13][NH:12][CH:11]=1)=[O:9])([CH3:6])([CH3:5])[CH3:4].Br[C:16]1[CH:21]=[CH:20][C:19]([CH:22]([F:24])[F:23])=[CH:18][N:17]=1.O>CN(C)C=O>[C:3]([O:7][C:8]([C:10]1[CH:14]=[CH:13][N:12]([C:16]2[CH:21]=[CH:20][C:19]([CH:22]([F:24])[F:23])=[CH:18][N:17]=2)[CH:11]=1)=[O:9])([CH3:6])([CH3:4])[CH3:5] |f:0.1|. Procedure details: Sodium hydride (230 mg) was added to a solution of 1H-pyrrole-3-carboxylic acid tert-butyl ester (804 mg) in N,N-dimethylformamide (9.6 ml) at room temperature and stirred at the same temperature for 0.5 hour. 2-Bromo-5-(difluoromethyl)pyridine (1.0 g) was added and stirred at 60° C. for an hour. After completion of the reaction, the reaction solution was cooled to room temperature, water was added and the precipitated solid was filtered. The resulting residue was purified with silica gel column... Starting materials: CON(C(=O)C1CN(C(C1)=O)C1=CC(=CC=C1)C(F)(F)F)C (5-oxo-1-(3-trifluoromethyl-phenyl)-pyrrolidine-3-carboxylic acid methoxy-methyl-amide), C[Mg]Br (methylmagnesium bromide). Run in C1CCOC1 (THF). Reaction conditions: time 3 hour. Product: C(C)(=O)C1CC(N(C1)C1=CC(=CC=C1)C(F)(F)F)=O (4-Acetyl-1-(3-trifluoromethyl-phenyl)-pyrrolidin-2-one). The yield is 97.5%. RXN SMILES: CON(C)[C:4]([CH:6]1[CH2:10][C:9](=[O:11])[N:8]([C:12]2[CH:17]=[CH:16][CH:15]=[C:14]([C:18]([F:21])([F:20])[F:19])[CH:13]=2)[CH2:7]1)=[O:5].[CH3:23][Mg]Br>C1COCC1>[C:4]([CH:6]1[CH2:7][N:8]([C:12]2[CH:17]=[CH:16][CH:15]=[C:14]([C:18]([F:19])([F:20])[F:21])[CH:13]=2)[C:9](=[O:11])[CH2:10]1)(=[O:5])[CH3:23]. Reported procedure: To a stirred solution of 5-oxo-1-(3-trifluoromethyl-phenyl)-pyrrolidine-3-carboxylic acid methoxy-methyl-amide (0.6 g, 1.89 mmol) in THF (6 mL) was added methylmagnesium bromide (1.6 ml, 4.74 mmol, 3.0M in ether) drop wise over a period of 10 min at 0° C. The reaction mixture was stirred for 3 h at room temperature. The reaction mixture was quenched with saturated ammonium chloride solution (2 ml) and extracted with ethyl acetate (2×15 ml). The combined organic layer was washed with saturated br... Reported procedure: Acetic acid (0.2 g) was added to a solution of ethyl 3-amino-2-[(2'-cyanobiphenyl-4-yl)methyl]aminobenzoate (0.9 g) in propyl orthocarbonate (5 ml). The mixture was stirred at 80° C. for one hour. The reaction mixture was concentrated, and the concentrate was dissolved in ethyl acetate. The solution was washed with an aqueous solution of sodium hydrogen carbonate. The solvent was evaporated to give crystals. Recrystallization from ethyl acetate--benzene afforded colorless crystals (0.72 g, 68%),... Run at temperature 80 celsius, time 1 hour. As a reaction SMILES: C(O)(=O)C.[NH2:5][C:6]1[C:7]([NH:17][CH2:18][C:19]2[CH:24]=[CH:23][C:22]([C:25]3[CH:30]=[CH:29][CH:28]=[CH:27][C:26]=3[C:31]#[N:32])=[CH:21][CH:20]=2)=[C:8]([CH:14]=[CH:15][CH:16]=1)[C:9]([O:11][CH2:12][CH3:13])=[O:10].[C:33]([O-])([O-])([O-])[O:34][CH2:35][CH2:36][CH3:37]>>[C:31]([C:26]1[CH:27]=[CH:28][CH:29]=[CH:30][C:25]=1[C:22]1[CH:23]=[CH:24][C:19]([CH2:18][N:17]2[C:7]3[C:8]([C:9]([O:11][CH2:12][CH3:13])=[O:10])=[CH:14][CH:15]=[CH:16][C:6]=3[N:5]=[C:33]2[O:34][CH2:35][CH2:36][CH3:37])=[CH:20][CH:21]=1)#[N:32]. Reactants: C(C)(=O)O (Acetic acid), NC=1C(=C(C(=O)OCC)C=CC1)NCC1=CC=C(C=C1)C1=C(C=CC=C1)C#N (ethyl 3-amino-2-[(2'-cyanobiphenyl-4-yl)methyl]aminobenzoate), C(OCCC)([O-])([O-])[O-] (propyl orthocarbonate). The product is C(#N)C1=C(C=CC=C1)C1=CC=C(C=C1)CN1C(=NC2=C1C(=CC=C2)C(=O)OCC)OCCC (Ethyl 1-[(2'-cyanobiphenyl-4-yl)methyl]-2-propoxybenzimidazole-7-carboxylate). Starting materials: C1(CCCCC1)=O (cyclohexanone), [OH-].[Na+] (sodium hydroxide), compound 1, ClCC#N (chloroacetonitrile). Run in ClCCl (dichloromethane). Conditions: time 45 minute. Yields the product O1C(C12CCCCC2)C#N (1-oxaspiro[2,5]octane-2-carbonitrile). Isolated yield 46.0%. As a reaction SMILES: [C:1]1(=[O:7])[CH2:6][CH2:5][CH2:4][CH2:3][CH2:2]1.[OH-].[Na+].Cl[CH2:11][C:12]#[N:13]>ClCCl>[O:7]1[C:1]2([CH2:6][CH2:5][CH2:4][CH2:3][CH2:2]2)[CH:11]1[C:12]#[N:13] |f:1.2|. Procedure details: To a stirred mixture of cyclohexanone (5.39 g, 0.055 mol), 50% sodium hydroxide solution (10 ml) and compound 1 (1 mmol) was added dropwise chloroacetonitrile (3.8 g, 0.05 mol) and stirring was continued for further 45 minutes. After that time, the resulting reaction mixture was diluted with dichloromethane (15 ml), the organic layer was separated and the aqueous phase extracted with dichloromethane (3×15 ml). The combined organic portions were dried over magnesium sulphate and evaporated to giv... Starting materials: COC1=CC=C(C(=O)Cl)C=C1 (4-Methoxy-benzoyl chloride), ClC1=NC(=CC=C1N)Cl (2,6-dichloro-pyridin-3-ylamine), O (water). Yields the product ClC1=NC(=CC=C1NC(C1=CC=C(C=C1)OC)=O)Cl (N-(2,6-dichloro-pyridin-3-yl)-4-methoxy-benzamide). RXN SMILES: [CH3:1][O:2][C:3]1[CH:11]=[CH:10][C:6]([C:7](Cl)=[O:8])=[CH:5][CH:4]=1.[Cl:12][C:13]1[C:18]([NH2:19])=[CH:17][CH:16]=[C:15]([Cl:20])[N:14]=1.O>N1C=CC=CC=1>[Cl:12][C:13]1[C:18]([NH:19][C:7](=[O:8])[C:6]2[CH:10]=[CH:11][C:3]([O:2][CH3:1])=[CH:4][CH:5]=2)=[CH:17][CH:16]=[C:15]([Cl:20])[N:14]=1. Procedure: 4-Methoxy-benzoyl chloride (4.15 mL, 30.7 mmol) was added dropwise to a stirred, cooled 0° C. mixture of 2,6-dichloro-pyridin-3-ylamine (5 g, 30.7 mmol) in pyridine (31 mL). Following addition, the reaction mixture was allowed to warm to room temperature and stirring was continued for 30 minutes, at which point the reaction mixture was poured into water causing the formation of a precipitate which was collected by filtration. The collected solids were washed with additional water before drying o... Isolated yield 94.8%. Reaction conditions: temperature 0 celsius, time 30 minute. The solvent is N1=CC=CC=C1 (pyridine).